From a dataset of the Open Reaction Database (ORD), a public repository of structured organic reaction records. describe an organic reaction: reactants, conditions, products, and yield The product is C1(=CC=CC=C1)C1=C(N(C2=CC=CC=C12)S(=O)(=O)C1=CC=C(C=C1)C)C(C)O (1-[3-Phenyl-1-(toluene-4-sulfonyl)-1H-indol-2-yl]ethanol). Reported procedure: To a solution of 3-phenyl-1-(toluene-4-sulfonyl)-1H-indole-2-carbaldehyde (2.11 g, 5.62 mmol) in THF (30 mL) at −78° C. and under a nitrogen atmosphere, was added 3.0M methylmagnesium bromide in diethyl ether (2.6 mL). The mixture was stirred at 0° C. for 30 min then additional 3.0M methylmagnesium bromide in diethyl ether (0.3 mL) added. After 15 min, the reaction mixture was poured into a saturated solution of NH4Cl and extracted with EtOAc (×2). The combined organic fractions were washed with... Reactants: C1(=CC=CC=C1)C1=C(N(C2=CC=CC=C12)S(=O)(=O)C1=CC=C(C=C1)C)C=O (3-phenyl-1-(toluene-4-sulfonyl)-1H-indole-2-carbaldehyde), C[Mg]Br (methylmagnesium bromide), [NH4+].[Cl-] (NH4Cl), C[Mg]Br (methylmagnesium bromide), C1(=CC=CC=C1)C1=C(N(C2=CC=CC=C12)S(=O)(=O)C1=CC=C(C=C1)C)C=O (3-phenyl-1-(toluene-4-sulfonyl)-1H-indole-2-carbaldehyde). RXN SMILES: [C:1]1([C:7]2[C:15]3[C:10](=[CH:11][CH:12]=[CH:13][CH:14]=3)[N:9]([S:16]([C:19]3[CH:24]=[CH:23][C:22]([CH3:25])=[CH:21][CH:20]=3)(=[O:18])=[O:17])[C:8]=2[CH:26]=[O:27])[CH:6]=[CH:5][CH:4]=[CH:3][CH:2]=1.[CH3:28][Mg]Br.[NH4+].[Cl-]>C1COCC1.C(OCC)C>[C:1]1([C:7]2[C:15]3[C:10](=[CH:11][CH:12]=[CH:13][CH:14]=3)[N:9]([S:16]([C:19]3[CH:20]=[CH:21][C:22]([CH3:25])=[CH:23][CH:24]=3)(=[O:17])=[O:18])[C:8]=2[CH:26]([OH:27])[CH3:28])[CH:2]=[CH:3][CH:4]=[CH:5][CH:6]=1 |f:2.3|. Run in C1CCOC1 (THF), C(C)OCC (diethyl ether), C(C)OCC (diethyl ether). Reaction conditions: temperature 0 celsius, time 30 minute. The reactants are Cl (hydrochloric acid), C1(=CC=CC=C1)C1=NC2=C(C=CC=C2C=C1C)[C@H](CO)N1[C@@H](CCCC1)C ((+)-2-phenyl-3-methyl-8-(1-(R)-[2-(R)-methylpiperidino]-2-hydroxyethyl)quinoline). Run in CO (methanol), O (water). Run at time 8 hour. The product is Cl.C1(=CC=CC=C1)C1=NC2=C(C=CC=C2C=C1C)[C@H](CO)N1[C@@H](CCCC1)C ((+)-2-phenyl-3-methyl-8-(1-(R)-[2-(R)-methylpiperidino]-2-hydroxyethyl)quinoline hydrochloride). RXN SMILES: [ClH:1].[C:2]1([C:8]2[C:17]([CH3:18])=[CH:16][C:15]3[C:10](=[C:11]([C@@H:19]([N:22]4[CH2:27][CH2:26][CH2:25][CH2:24][C@H:23]4[CH3:28])[CH2:20][OH:21])[CH:12]=[CH:13][CH:14]=3)[N:9]=2)[CH:7]=[CH:6][CH:5]=[CH:4][CH:3]=1>CO.O>[ClH:1].[C:2]1([C:8]2[C:17]([CH3:18])=[CH:16][C:15]3[C:10](=[C:11]([C@@H:19]([N:22]4[CH2:27][CH2:26][CH2:25][CH2:24][C@H:23]4[CH3:28])[CH2:20][OH:21])[CH:12]=[CH:13][CH:14]=3)[N:9]=2)[CH:3]=[CH:4][CH:5]=[CH:6][CH:7]=1 |f:4.5|. Procedure: 8.3 ml of a 0.1N hydrochloric acid solution are added to a solution of 0.3 g (0.832 mmol) of (+)-2-phenyl-3-methyl-8-(1-(R)-[2-(R)-methylpiperidino]-2-hydroxyethyl)quinoline in 3 ml of methanol. The solvents are evaporated and the salt obtained is dissolved in 10 ml of water. The solution is filtered, frozen with a bath of dry ice in acetone, and lyophilized overnight to provide 0.33 g of (+)-2-phenyl-3-methyl-8-(1-(R)-[2-(R)-methylpiperidino]-2-hydroxyethyl)quinoline hydrochloride in the form o... Reactants: C(C)OCC (diethylether), CC1=NC=CC(=C1)C#CC=1N=C(NC1)C (2-Methyl-4-(2-methyl-1H-imidazol-4-ylethynyl)-pyridine), FC1=CC=C(C=C1)B(O)O (4-fluorobenzene boronic acid), [Cu(OH)TMEDA]2Cl2. The solvent is ClCCl (dichloromethane). Run at time 8 hour. Yields the product FC1=CC=C(C=C1)N1C(=NC(=C1)C#CC1=CC(=NC=C1)C)C (4-[1-(4-Fluoro-phenyl)-2-methyl-1H-imidazol-4-ylethynyl]-2-methyl-pyridine). As a reaction SMILES: [CH3:1][C:2]1[CH:7]=[C:6]([C:8]#[C:9][C:10]2[N:11]=[C:12]([CH3:15])[NH:13][CH:14]=2)[CH:5]=[CH:4][N:3]=1.[F:16][C:17]1[CH:22]=[CH:21][C:20](B(O)O)=[CH:19][CH:18]=1.C(OCC)C>ClCCl>[F:16][C:17]1[CH:22]=[CH:21][C:20]([N:13]2[CH:14]=[C:10]([C:9]#[C:8][C:6]3[CH:5]=[CH:4][N:3]=[C:2]([CH3:1])[CH:7]=3)[N:11]=[C:12]2[CH3:15])=[CH:19][CH:18]=1. Reported procedure: 2-Methyl-4-(2-methyl-1H-imidazol-4-ylethynyl)-pyridine (II-1) (200 mg, 1.01 mmol) was dissolved in 10 mL dichloromethane. Powdered molecular sieves (3 Å, 200 mg), 4-fluorobenzene boronic acid (284 mg, 2.02 mmol) and [Cu(OH)TMEDA]2Cl2 (47 mg, 0.10 mmol) were added. Oxygen was bubbled through the reaction mixture for 5 min and stirring was continued at RT overnight. The reaction mixture was filtered through a dicalite speed plus pad and washed with 50 mL dichloromethane. The filtrate was washed wi... Starting materials: S1C(=NC2=C1CCCC2)N2[C@H](CC[C@@H]2C2=CC(=C(C=C2)[C@]2(N(CCC2)C([C@H](C(C)C)NC(OC)=O)=O)C(N)=O)[N+](=O)[O-])C2=CC(=C(C=C2)[C@]2(N(CCC2)C([C@H](C(C)C)NC(OC)=O)=O)C(N)=O)[N+](=O)[O-] (dimethyl ([(2R,5R)-1-(4,5,6,7-tetrahydro-1,3-benzothiazol-2-yl)pyrrolidine-2,5-diyl]bis {(2-nitrobenzene-4,1-diyl)carbamoyl(2S)pyrrolidine-2,1-diyl[(2S)-3-methyl-1-oxobutane-1,2-diyl]})biscarbamate). The reagents and catalysts are [Ni] (Raney Nickel). The solvent is O1CCCC1 (tetrahydrofuran), O (water). Conditions: time 1 hour. Product: S1C(=NC2=C1CCCC2)N2[C@H](CC[C@@H]2C2=CC(=C(C=C2)[C@]2(N(CCC2)C([C@H](C(C)C)NC(OC)=O)=O)C(N)=O)N)C2=CC(=C(C=C2)[C@]2(N(CCC2)C([C@H](C(C)C)NC(OC)=O)=O)C(N)=O)N (dimethyl ([(2R,5R)-1-(4,5,6,7-tetrahydro-1,3-benzothiazol-2-yl)pyrrolidine-2,5-diyl]bis {(2-aminobenzene-4,1-diyl)carbamoyl(2S)pyrrolidine-2,1-diyl[(2S)-3-methyl-1-oxobutane-1,2-diyl]})biscarbamate). RXN SMILES: [S:1]1[C:5]2[CH2:6][CH2:7][CH2:8][CH2:9][C:4]=2[N:3]=[C:2]1[N:10]1[C@@H:14]([C:15]2[CH:20]=[CH:19][C:18]([C@:21]3([C:37](=[O:39])[NH2:38])[CH2:25][CH2:24][CH2:23][N:22]3[C:26](=[O:36])[C@@H:27]([NH:31][C:32](=[O:35])[O:33][CH3:34])[CH:28]([CH3:30])[CH3:29])=[C:17]([N+:40]([O-])=O)[CH:16]=2)[CH2:13][CH2:12][C@@H:11]1[C:43]1[CH:48]=[CH:47][C:46]([C@:49]2([C:65](=[O:67])[NH2:66])[CH2:53][CH2:52][CH2:51][N:50]2[C:54](=[O:64])[C@@H:55]([NH:59][C:60](=[O:63])[O:61][CH3:62])[CH:56]([CH3:58])[CH3:57])=[C:45]([N+:68]([O-])=O)[CH:44]=1>O1CCCC1.[Ni].O>[S:1]1[C:5]2[CH2:6][CH2:7][CH2:8][CH2:9][C:4]=2[N:3]=[C:2]1[N:10]1[C@@H:11]([C:43]2[CH:48]=[CH:47][C:46]([C@:49]3([C:65](=[O:67])[NH2:66])[CH2:53][CH2:52][CH2:51][N:50]3[C:54](=[O:64])[C@@H:55]([NH:59][C:60](=[O:63])[O:61][CH3:62])[CH:56]([CH3:58])[CH3:57])=[C:45]([NH2:68])[CH:44]=2)[CH2:12][CH2:13][C@@H:14]1[C:15]1[CH:20]=[CH:19][C:18]([C@:21]2([C:37](=[O:39])[NH2:38])[CH2:25][CH2:24][CH2:23][N:22]2[C:26](=[O:36])[C@@H:27]([NH:31][C:32](=[O:35])[O:33][CH3:34])[CH:28]([CH3:29])[CH3:30])=[C:17]([NH2:40])[CH:16]=1. Reported procedure: The product from Example 116E (0.59 g, 0.596 mmol) was dissolved in tetrahydrofuran (15 mL) and treated with Raney Nickel slurry in water (0.25 mL). The flask was evacuated and opened to a hydrogen balloon and stirred at ambient temperature for 1 hour. The solution was filtered through a silica plug and concentrated to dryness to give the title compound. Reactants: ON1[C@H](C(=O)O)CCC1 (hydroxy-L-proline), S(=O)(=O)(C1=CC=C(C)C=C1)Cl (tosyl chloride), [OH-].[Na+] (NaOH). The solvent is CCOCC (Et2O). Run at temperature 0 celsius, time 2 hour. Yields the product O[C@@H]1C[C@H](N(C1)S(=O)(=O)C1=CC=C(C=C1)C)C(=O)O (trans-4-hydroxy-1-(4-toluenesulfonyl)-L-proline). The yield is 62.0%. As a reaction SMILES: O[N:2]1[CH2:9][CH2:8][CH2:7][C@H:3]1[C:4]([OH:6])=[O:5].[S:10](Cl)([C:13]1[CH:19]=[CH:18][C:16]([CH3:17])=[CH:15][CH:14]=1)(=[O:12])=[O:11].[OH-:21].[Na+]>CCOCC>[OH:21][C@H:8]1[CH2:9][N:2]([S:10]([C:13]2[CH:19]=[CH:18][C:16]([CH3:17])=[CH:15][CH:14]=2)(=[O:12])=[O:11])[C@H:3]([C:4]([OH:6])=[O:5])[CH2:7]1 |f:2.3|. Reported procedure: To a solution of hydroxy-L-proline (80 g) in 2N NaOH (800 mL) was added tosyl chloride (136.1 g) in Et2O (700 mL). The reaction mixture was stirred at 0° C. for 11/2 h and continued for an additional 31/2 h at 23° C. The aqueous layer was separated, acidified with concentrated HCl to pH 1 and allowed to stand at -10° C. for 12 h. The precipitate was filtered, washed with cold water, and concentrated in vacuo to a volume of 300 mL. The precipitate obtained was combined with the previous precipita... The reactants are C[n+]1ccccc1Cl, ClCCl, [I-], OCc1ccccc1, O=C(O)Cc1ccccc1, Cc1cccc(C)n1. Product: O=C(Cc1ccccc1)OCc1ccccc1. Reaction SMILES: [Cl:2][c:3]1[cH:4][cH:5][cH:6][cH:7][n+:8]1[CH3:9].[Cl:36][CH2:37][Cl:38].[I-:1].[OH:10][CH2:11][c:12]1[cH:13][cH:14][cH:15][cH:16][cH:17]1.[OH:18][C:19](=[O:20])[CH2:21][c:22]1[cH:23][cH:24][cH:25][cH:26][cH:27]1.[n:28]1[c:29]([CH3:30])[cH:31][cH:32][cH:33][c:34]1[CH3:35]>>[O:10]([CH2:11][c:12]1[cH:13][cH:14][cH:15][cH:16][cH:17]1)[C:19](=[O:18])[CH2:21][c:22]1[cH:23][cH:24][cH:25][cH:26][cH:27]1. The reactants are C(#N)C=1C=CC(=NC1)C(=O)N (5-cyanopyridine-2-carboxamide), C(Cl)Cl.CO (CH2Cl2 MeOH), N (NH3). Reagents/catalysts: [Pd] (Pd/C). The solvent is CO (methanol), Cl (HCl). Reaction conditions: time 5 hour. Yields the product Cl.Cl.C(N)(=O)C1=CC=C(C=N1)CN (6-carbamoyl-3-picolylamine dihydrochloride). RXN SMILES: [C:1]([C:3]1[CH:4]=[CH:5][C:6]([C:9]([NH2:11])=[O:10])=[N:7][CH:8]=1)#[N:2].C(Cl)[Cl:13].CO.N>CO.Cl.[Pd]>[ClH:13].[ClH:13].[C:9]([C:6]1[N:7]=[CH:8][C:3]([CH2:1][NH2:2])=[CH:4][CH:5]=1)(=[O:10])[NH2:11] |f:1.2,7.8.9|. Procedure: 67 g (0.46 mol) of 5-cyanopyridine-2-carboxamide (Chem. Ber. 117 (1984) 1259) were suspended in 1 l aqueous methanol (1/1) and 84.7 ml (1.9 equivs.) of conc. HCl, 21,4 g of 10% strength Pd/C were added and hydrogenation was carried out in a shaken vessel at room temperature for 5 h (H2 uptake: 23.2; l theory: 22.3 l). The product dissolved during the hydrogenation (and the catalyst changed from gray to black). TLC (CH2Cl2/MeOH 9/1, NH3-saturated) revealed only traces of starting material. Starting materials: COC(=O)C(C)(C)CCCCCCCCCN1C(=O)c2ccccc2C1=O, CO, Cl, NN, [Na+], [Na+], O=C([O-])[O-], O, O. The product is COC(=O)C(C)(C)CCCCCCCCCN. RXN SMILES: [C:1]1(=[O:2])[N:5]([CH2:6][CH2:7][CH2:8][CH2:9][CH2:10][CH2:11][CH2:12][CH2:13][CH2:14][C:15]([C:16](=[O:17])[O:18][CH3:19])([CH3:20])[CH3:21])[C:3](=[O:4])[c:22]2[cH:23][cH:24][cH:25][cH:26][c:27]21.[CH3:38][OH:39].[ClH:31].[NH2:29][NH2:30].[Na+:32].[Na+:33].[O-:34][C:35](=[O:36])[O-:37].[OH2:28].[OH2:40]>>[NH2:5][CH2:6][CH2:7][CH2:8][CH2:9][CH2:10][CH2:11][CH2:12][CH2:13][CH2:14][C:15]([C:16](=[O:17])[O:18][CH3:19])([CH3:20])[CH3:21]. Reactants: ClC=1C=C(CN2C(N(C(C2)=O)C)=O)C=CC1C=1C=C2CN(C(C2=CC1)=O)C1CC1 (1-(3-chloro-4-(2-cyclopropyl-1-oxoisoindolin-5-yl)benzyl)-3-methylimidazolidine-2,4-dione), P(=O)([O-])([O-])[O-].[K+].[K+].[K+] (potassium phosphate), CB1OB(OB(O1)C)C (trimethylboroxine), C1(CCCCC1)P(C1CCCCC1)C1CCCCC1 (tricyclohexylphosphine). The reagents and catalysts are C=1C=CC(=CC1)/C=C/C(=O)/C=C/C2=CC=CC=C2.C=1C=CC(=CC1)/C=C/C(=O)/C=C/C2=CC=CC=C2.C=1C=CC(=CC1)/C=C/C(=O)/C=C/C2=CC=CC=C2.[Pd].[Pd] (tris(dibenzylideneacetone)dipalladium(0)). Solvent: O1CCOCC1 (dioxane), O (water). The product is C1(CC1)N1C(C2=CC=C(C=C2C1)C1=C(C=C(CN2C(N(C(C2)=O)C)=O)C=C1)C)=O (1-(4-(2-cyclopropyl-1-oxoisoindolin-5-yl)-3-methylbenzyl)-3-methylimidazolidine-2,4-dione). Isolated yield 39.4%. As a reaction SMILES: Cl[C:2]1[CH:3]=[C:4]([CH:14]=[CH:15][C:16]=1[C:17]1[CH:18]=[C:19]2[C:23](=[CH:24][CH:25]=1)[C:22](=[O:26])[N:21]([CH:27]1[CH2:29][CH2:28]1)[CH2:20]2)[CH2:5][N:6]1[CH2:10][C:9](=[O:11])[N:8]([CH3:12])[C:7]1=[O:13].[CH3:30]B1OB(C)OB(C)O1.C1(P(C2CCCCC2)C2CCCCC2)CCCCC1.P([O-])([O-])([O-])=O.[K+].[K+].[K+]>O1CCOCC1.C1C=CC(/C=C/C(/C=C/C2C=CC=CC=2)=O)=CC=1.C1C=CC(/C=C/C(/C=C/C2C=CC=CC=2)=O)=CC=1.C1C=CC(/C=C/C(/C=C/C2C=CC=CC=2)=O)=CC=1.[Pd].[Pd].O>[CH:27]1([N:21]2[CH2:20][C:19]3[C:23](=[CH:24][CH:25]=[C:17]([C:16]4[CH:15]=[CH:14][C:4]([CH2:5][N:6]5[CH2:10][C:9](=[O:11])[N:8]([CH3:12])[C:7]5=[O:13])=[CH:3][C:2]=4[CH3:30])[CH:18]=3)[C:22]2=[O:26])[CH2:28][CH2:29]1 |f:3.4.5.6,8.9.10.11.12|. Procedure details: 1-(3-chloro-4-(2-cyclopropyl-1-oxoisoindolin-5-yl)benzyl)-3-methylimidazolidine-2,4-dione (0.073 mmol, 30 mg), trimethylboroxine (0.110 mmol, 27.6 mg), tris(dibenzylideneacetone)dipalladium(0) (3.66 μmol, 3.4 mg), tricyclohexylphosphine (8.78 μmol, 2.5 mg) and potassium phosphate, tribasic (0.124 mmol, 26.4 mg) were suspended in dioxane (750 μL) and water (250 μL) and heated under microwave irradiation at 130° C. for 30 minutes. The solvent was removed under reduced pressure and the mixture part...